Dataset: the Open Reaction Database (ORD), a public repository of structured organic reaction records. Task: describe an organic reaction: reactants, conditions, products, and yield Starting materials: CCn1ncc2c1ncc1c(=O)[nH]c3cc(C)nn3c12, ClCCN1CCOCC1, [Na]. Product: CCn1ncc2c1ncc1c(=O)n(CCN3CCOCC3)c3cc(C)nn3c12. As a reaction SMILES: [CH2:1]([CH3:2])[n:3]1[n:4][cH:5][c:6]2[c:7]1[n:8][cH:9][c:10]1[c:11](=[O:20])[nH:12][c:13]3[n:14]([c:15]21)[n:16][c:17]([CH3:19])[cH:18]3.[Cl:22][CH2:23][CH2:24][N:25]1[CH2:26][CH2:27][O:28][CH2:29][CH2:30]1.[Na:21]>>[CH2:1]([CH3:2])[n:3]1[n:4][cH:5][c:6]2[c:7]1[n:8][cH:9][c:10]1[c:11](=[O:20])[n:12]([CH2:23][CH2:24][N:25]3[CH2:26][CH2:27][O:28][CH2:29][CH2:30]3)[c:13]3[n:14]([c:15]21)[n:16][c:17]([CH3:19])[cH:18]3.